Task: describe an organic reaction: reactants, conditions, products, and yield. Dataset: the Open Reaction Database (ORD), a public repository of structured organic reaction records Reactants: [BH4-], CN1CCN(Cc2ccc([N+](=O)[O-])cc2)CC1, CO, Cl, [Na+], Cl[Ni]Cl, O, O, O, O, O, O. The product is CN1CCN(Cc2ccc(N)cc2)CC1. Reaction SMILES: [BH4-:18].[CH3:1][N:2]1[CH2:3][CH2:4][N:5]([CH2:8][c:9]2[cH:10][cH:11][c:12]([N+:15]([O-:16])=[O:17])[cH:13][cH:14]2)[CH2:6][CH2:7]1.[CH3:20][OH:21].[ClH:22].[Na+:19].[Ni:29]([Cl:30])[Cl:31].[OH2:23].[OH2:24].[OH2:25].[OH2:26].[OH2:27].[OH2:28]>>[CH3:1][N:2]1[CH2:3][CH2:4][N:5]([CH2:8][c:9]2[cH:10][cH:11][c:12]([NH2:15])[cH:13][cH:14]2)[CH2:6][CH2:7]1. The reactants are C(#N)CCNCC1=CC=CC=C1 (β-cyanoethylbenzylamine), Cl (hydrochloric acid), C(C)O (ethanol), C=O (paraformaldehyde), CC(=O)C (acetone). The product is C(C1=CC=CC=C1)N(CCC(C)=O)CCC#N (N-benzyl-N-(2-cyanoethyl)-4-aminobutan-2-one). Reaction SMILES: [C:1]([CH2:3][CH2:4][NH:5][CH2:6][C:7]1[CH:12]=[CH:11][CH:10]=[CH:9][CH:8]=1)#[N:2].Cl.[CH2:14](O)C.C=O.[CH3:19][C:20]([CH3:22])=[O:21]>>[CH2:6]([N:5]([CH2:4][CH2:3][C:1]#[N:2])[CH2:14][CH2:19][C:20](=[O:21])[CH3:22])[C:7]1[CH:12]=[CH:11][CH:10]=[CH:9][CH:8]=1. Procedure details: A mixture of β-cyanoethylbenzylamine (92 g.), conc hydrochloric acid (60 ml.), ethanol (120 ml.), paraformaldehyde (30 g.) and acetone (120 ml.) were heated at reflux for 5 hours. The solvent was removed in vacuo and the residue dissolved in water (100 ml.) and washed with ether (2 × 100 ml.). The aqueous solution was made basic with aqueous potassium carbonate and the solution extracted with ether (3 × 100 ml.). The combined extracts were dried and evaporated to give N-benzyl-N-(2-cyanoethyl)-4... The reactants are COC(=O)CC1c2cc(F)ccc2-c2ccccc2N1S(=O)(=O)c1ccc(Cl)c(Cl)c1, C1CCOC1, O. The product is O=C(O)CC1c2cc(F)ccc2-c2ccccc2N1S(=O)(=O)c1ccc(Cl)c(Cl)c1. Reaction SMILES: [CH3:1][O:2][C:3]([CH2:4][CH:5]1[N:6]([S:20](=[O:21])(=[O:22])[c:23]2[cH:24][c:25]([Cl:30])[c:26]([Cl:29])[cH:27][cH:28]2)[c:7]2[cH:8][cH:9][cH:10][cH:11][c:12]2-[c:13]2[cH:14][cH:15][c:16]([F:19])[cH:17][c:18]21)=[O:31].[O:33]1[CH2:34][CH2:35][CH2:36][CH2:37]1.[OH2:32]>>[O:2]=[C:3]([CH2:4][CH:5]1[N:6]([S:20](=[O:21])(=[O:22])[c:23]2[cH:24][c:25]([Cl:30])[c:26]([Cl:29])[cH:27][cH:28]2)[c:7]2[cH:8][cH:9][cH:10][cH:11][c:12]2-[c:13]2[cH:14][cH:15][c:16]([F:19])[cH:17][c:18]21)[OH:31]. Reactants: C(C1=CC=CC=C1)=O (Benzaldehyde), N1C(=NC2=C1C=CC=C2)CN(CC2=CC=C(C=C2)CN)C2CCCC=1C=CC=NC21 (N′-(1H-benzimidazol-2-ylmethyl)-N′-(5,6,7,8-tetrahydro-8-quinolinyl)-1,4-benzenedimethanamine), imine, [BH4-].[Na+] (sodium borohydride). Run in CO (MeOH). The product is C(C1=CC=CC=C1)NCC1=CC=C(C=C1)CN(C1CCCC=2C=CC=NC12)CC1=NC2=C(N1)C=CC=C2 (N-benzyl-N′-(1H-benzimidazol-2-ylmethyl)-N′-(5,6,7,8-tetrahydro-8-quinolinyl)-1,4-benzenedimethanamine). Isolated yield 25.9%. As a reaction SMILES: [CH:1](=O)[C:2]1[CH:7]=[CH:6][CH:5]=[CH:4][CH:3]=1.[NH:9]1[C:13]2[CH:14]=[CH:15][CH:16]=[CH:17][C:12]=2[N:11]=[C:10]1[CH2:18][N:19]([CH:29]1[C:38]2[N:37]=[CH:36][CH:35]=[CH:34][C:33]=2[CH2:32][CH2:31][CH2:30]1)[CH2:20][C:21]1[CH:26]=[CH:25][C:24]([CH2:27][NH2:28])=[CH:23][CH:22]=1.[BH4-].[Na+]>CO>[CH2:1]([NH:28][CH2:27][C:24]1[CH:25]=[CH:26][C:21]([CH2:20][N:19]([CH2:18][C:10]2[NH:9][C:13]3[CH:14]=[CH:15][CH:16]=[CH:17][C:12]=3[N:11]=2)[CH:29]2[C:38]3[N:37]=[CH:36][CH:35]=[CH:34][C:33]=3[CH2:32][CH2:31][CH2:30]2)=[CH:22][CH:23]=1)[C:2]1[CH:7]=[CH:6][CH:5]=[CH:4][CH:3]=1 |f:2.3|. Procedure: Benzaldehyde (0.5 mL, 4.92 mmol) was condensed with N′-(1H-benzimidazol-2-ylmethyl)-N′-(5,6,7,8-tetrahydro-8-quinolinyl)-1,4-benzenedimethanamine (170 mg, 0.428 mmol) in dry MeOH (3 mL) for 17 h at room temperature and the resultant imine was reduced with sodium borohydride (329 mg, 8.70 mmol) for 1 h (see General Procedures A and B). Purification of the crude product by flash chromatography (14 g silica, 30:1:1 EtOAc/CH3OH/NH4OH) followed by radial chromatography (2 mm TLC plate, 100:1:1 CH2Cl2... Starting materials: BrCCC1=CC(=C(OCCNC2=NC=NC(=C2Cl)C)C=C1)C (4-{2-[4-(2-bromoethyl)-2-methylphenoxy]-ethylamino}-5-chloro-6-methylpyrimidine), C(C)N (ethylamine). The solvent is C(C)O (ethanol). The product is ClC=1C(=NC=NC1C)NCCOC1=C(C=C(C=C1)CCNCC)C (5-chloro-4-{2-[4-(2-ethylaminoethyl)-2-methylphenoxy]ethylamino}-6-methylpyrimidine). RXN SMILES: Br[CH2:2][CH2:3][C:4]1[CH:21]=[CH:20][C:7]([O:8][CH2:9][CH2:10][NH:11][C:12]2[C:17]([Cl:18])=[C:16]([CH3:19])[N:15]=[CH:14][N:13]=2)=[C:6]([CH3:22])[CH:5]=1.[CH2:23]([NH2:25])[CH3:24]>C(O)C>[Cl:18][C:17]1[C:12]([NH:11][CH2:10][CH2:9][O:8][C:7]2[CH:20]=[CH:21][C:4]([CH2:3][CH2:2][NH:25][CH2:23][CH3:24])=[CH:5][C:6]=2[CH3:22])=[N:13][CH:14]=[N:15][C:16]=1[CH3:19]. Reported procedure: 1.9 g of 4-{2-[4-(2-bromoethyl)-2-methylphenoxy]-ethylamino}-5-chloro-6-methylpyrimidine and 5 ml of a 70% w/v aqueous solution of ethylamine were dissolved in 20 ml of ethanol, and the mixture was charged into an autoclave. The mixture was allowed to react at 120° to 130° C. for 10 hours. At the end of this time, ethanol was removed by distillation under reduced pressure and the oily product obtained was subjected to column chromatography (Wakogel C-200, eluted with ethanol), to afford 1.3 g of... Starting materials: CN (methylamine), C(C)OC(=O)C=1C(C2=C(N=C(N=C2)NCCCN2C=NC=C2)N(C1)C1CCCCC1)=O (8-Cyclohexyl-2-(3-imidazol-1-yl-propylamino)-5-oxo-5,8-dihydro-pyrido[2,3-d]pyrimidine-6-carboxylic acid ethyl ester). Conditions: time 2 day. The product is CNC(=O)C=1C(C2=C(N=C(N=C2)NCCCN2C=NC=C2)N(C1)C1CCCCC1)=O (8-Cyclohexyl-2-(3-imidazol-1-yl-propylamino)-5-oxo-5,8-dihydro-pyrido[2,3-d]pyrimidine-6-carboxylic acid methylamide), solid. Yield: 80.0%. Reaction SMILES: [CH3:1][NH2:2].C([O:5][C:6]([C:8]1[C:9](=[O:33])[C:10]2[CH:15]=[N:14][C:13]([NH:16][CH2:17][CH2:18][CH2:19][N:20]3[CH:24]=[CH:23][N:22]=[CH:21]3)=[N:12][C:11]=2[N:25]([CH:27]2[CH2:32][CH2:31][CH2:30][CH2:29][CH2:28]2)[CH:26]=1)=O)C>>[CH3:1][NH:2][C:6]([C:8]1[C:9](=[O:33])[C:10]2[CH:15]=[N:14][C:13]([NH:16][CH2:17][CH2:18][CH2:19][N:20]3[CH:24]=[CH:23][N:22]=[CH:21]3)=[N:12][C:11]=2[N:25]([CH:27]2[CH2:32][CH2:31][CH2:30][CH2:29][CH2:28]2)[CH:26]=1)=[O:5]. Procedure: A solution of methylamine (1N, 1 ml in methanol) was added to 2-(3-imidazol-1-yl-propylamino)-8-cyclohexyl-5-oxo-5,8-dihydro-pyrido[2,3-d]pyrimidine-6-carboxylic acid ethyl ester (Example 28, Step F, 7.0 mg, 0.015 mmol). The mixture was kept in a sealed tube at 110° C. with stirring for 2 days. The solution, after cooling down to room temperature, was loaded to hplc for purification. 8-Cyclohexyl-2-(3-imidazol-1-yl-propylamino)-5-oxo-5,8-dihydro-pyrido[2,3-d]pyrimidine-6-carboxylic acid methylam... Yields the product CC(C)Oc1ncc(-c2nc(-c3ccc4c(CCC(=O)O)cn(C)c4c3)no2)cc1Cl. The reactants are C1CN2CCN1CC2, COC(=O)OC, CC(C)Oc1ncc(-c2nc(-c3ccc4c(CCC(=O)O)c[nH]c4c3)no2)cc1Cl, CN(C)C=O. Reaction SMILES: [CH2:1]1[N:2]2[CH2:3][CH2:4][N:5]([CH2:6][CH2:7]2)[CH2:8]1.[CH3:39][O:40][C:41]([O:42][CH3:43])=[O:44].[Cl:9][c:10]1[cH:11][c:12](-[c:20]2[n:21][c:22](-[c:25]3[cH:26][cH:27][c:28]4[c:29]([CH2:34][CH2:35][C:36](=[O:37])[OH:38])[cH:30][nH:31][c:32]4[cH:33]3)[n:23][o:24]2)[cH:13][n:14][c:15]1[O:16][CH:17]([CH3:18])[CH3:19].[O:45]=[CH:46][N:47]([CH3:48])[CH3:49]>>[CH3:1][n:31]1[cH:30][c:29]([CH2:34][CH2:35][C:36](=[O:37])[OH:38])[c:28]2[cH:27][cH:26][c:25](-[c:22]3[n:21][c:20](-[c:12]4[cH:11][c:10]([Cl:9])[c:15]([O:16][CH:17]([CH3:18])[CH3:19])[n:14][cH:13]4)[o:24][n:23]3)[cH:33][c:32]21. The reactants are ClC=1C=C2\C(\CC3(CCC3)OC2=CC1)=C\C(=O)OCC (ethyl (2E)-(6-chlorospiro[chromene-2,1′-cyclobutan]-4(3H)-ylidene)acetate), [OH-].[Na+] (sodium hydroxide). Run in C(C)O (ethanol). Run at time 2 hour. The product is ClC=1C=C2\C(\CC3(CCC3)OC2=CC1)=C\C(=O)O ((2E)-(6-Chlorospiro[chromene-2,1′-cyclobutan]-4(3H)-ylidene)acetic acid). The yield is 96.1%. As a reaction SMILES: [Cl:1][C:2]1[CH:3]=[C:4]2[C:12](=[CH:13][CH:14]=1)[O:11][C:7]1([CH2:10][CH2:9][CH2:8]1)[CH2:6]/[C:5]/2=[CH:15]\[C:16]([O:18]CC)=[O:17].[OH-].[Na+]>C(O)C>[Cl:1][C:2]1[CH:3]=[C:4]2[C:12](=[CH:13][CH:14]=1)[O:11][C:7]1([CH2:8][CH2:9][CH2:10]1)[CH2:6]/[C:5]/2=[CH:15]\[C:16]([OH:18])=[O:17] |f:1.2|. Reported procedure: To a stirred solution of ethyl (2E)-(6-chlorospiro[chromene-2,1′-cyclobutan]-4(3H)-ylidene)acetate (3 g, 10.22 mmol) in ethanol (30 ml) was added 1N sodium hydroxide solution (30 ml) at room temperature. The reaction mixture was stirred at room temperature for 2 h. The residue obtained after the evaporation of the solvent under reduced pressure was acidified with 1N HCl. The desired product was extracted into ethyl acetate (3×50 ml), washed with water (100 ml), brine, dried (Na2SO4) and concentr... RXN SMILES: [CH3:18][c:19]1[cH:20][cH:21][cH:22][cH:23][cH:24]1.[Cl:1][CH2:2][CH2:3][CH2:4][O:5][c:6]1[cH:7][c:8]([CH3:13])[c:9]([CH3:12])[cH:10][cH:11]1.[N-:14]=[N+:15]=[N-:16].[Na+:17]>>[CH2:2]([CH2:3][CH2:4][O:5][c:6]1[cH:7][c:8]([CH3:13])[c:9]([CH3:12])[cH:10][cH:11]1)[NH2:14]. Starting materials: Cc1ccccc1, Cc1ccc(OCCCCl)cc1C, [N-]=[N+]=[N-], [Na+]. Product: Cc1ccc(OCCCN)cc1C.